Dataset: the Open Reaction Database (ORD), a public repository of structured organic reaction records. Task: describe an organic reaction: reactants, conditions, products, and yield The reactants are CC(=O)c1ccc(S(=O)(=O)[O-])cc1, CC(=O)c1ccc(S(=O)(=O)Cl)cc1, CNC, [Na+]. The product is CC(=O)c1ccc(S(=O)(=O)N(C)C)cc1. RXN SMILES: [C:14]([c:15]1[cH:16][cH:17][c:18]([S:19]([O-:20])(=[O:21])=[O:22])[cH:23][cH:24]1)(=[O:25])[CH3:26].[C:1]([CH3:2])(=[O:3])[c:4]1[cH:5][cH:6][c:7]([S:10](=[O:11])(=[O:12])[Cl:13])[cH:8][cH:9]1.[CH3:28][NH:29][CH3:30].[Na+:27]>>[C:1]([CH3:2])(=[O:3])[c:4]1[cH:5][cH:6][c:7]([S:10](=[O:11])(=[O:12])[N:29]([CH3:28])[CH3:30])[cH:8][cH:9]1. Starting materials: C([O-])([O-])=O.[Na+].[Na+] (sodium carbonate), C(C1=CC=CC=C1)B1OC(C(O1)(C)C)(C)C (2-benzyl-4,4,5,5-tetramethyl-1,3,2-dioxaborolane), ClC=1C=C(C(=NC1)NC=1C=NC(=CC1)OC)C1=NC(=NC(=N1)C)N(CC1=CC=C(C=C1)OC)CC1=CC=C(C=C1)OC (4-(5-chloro-2-(6-methoxypyridin-3-ylamino)pyridin-3-yl)-N,N-bis(4-methoxybenzyl)-6-methyl-1,3,5-triazin-2-amine), C1(CCCCC1)P(C1=C(C=CC=C1)C1=C(C=C(C=C1C(C)C)C(C)C)C(C)C)C1CCCCC1 (2-(dicyclohexylphosphino)-2′,4′,6′,-tri-i-propyl-1,1′-biphenyl). The reagents and catalysts are C=1C=CC(=CC1)/C=C/C(=O)/C=C/C2=CC=CC=C2.C=1C=CC(=CC1)/C=C/C(=O)/C=C/C2=CC=CC=C2.C=1C=CC(=CC1)/C=C/C(=O)/C=C/C2=CC=CC=C2.[Pd].[Pd] (Pd2dba3). Solvent: O (water), O1CCOCC1 (dioxane). Reaction conditions: temperature 140 celsius. Product: C(C1=CC=CC=C1)C=1C=C(C(=NC1)NC=1C=NC(=CC1)OC)C1=NC(=NC(=N1)C)N(CC1=CC=C(C=C1)OC)CC1=CC=C(C=C1)OC (4-(5-benzyl-2-(6-methoxypyridin-3-ylamino)pyridin-3-yl)-N,N-bis(4-methoxybenzyl)-6-methyl-1,3,5-triazin-2-amine). Isolated yield 62.8%. RXN SMILES: [CH2:1](B1OC(C)(C)C(C)(C)O1)[C:2]1[CH:7]=[CH:6][CH:5]=[CH:4][CH:3]=1.Cl[C:18]1[CH:19]=[C:20]([C:33]2[N:38]=[C:37]([CH3:39])[N:36]=[C:35]([N:40]([CH2:50][C:51]3[CH:56]=[CH:55][C:54]([O:57][CH3:58])=[CH:53][CH:52]=3)[CH2:41][C:42]3[CH:47]=[CH:46][C:45]([O:48][CH3:49])=[CH:44][CH:43]=3)[N:34]=2)[C:21]([NH:24][C:25]2[CH:26]=[N:27][C:28]([O:31][CH3:32])=[CH:29][CH:30]=2)=[N:22][CH:23]=1.C1(P(C2CCCCC2)C2C=CC=CC=2C2C(C(C)C)=CC(C(C)C)=CC=2C(C)C)CCCCC1.C(=O)([O-])[O-].[Na+].[Na+]>C1C=CC(/C=C/C(/C=C/C2C=CC=CC=2)=O)=CC=1.C1C=CC(/C=C/C(/C=C/C2C=CC=CC=2)=O)=CC=1.C1C=CC(/C=C/C(/C=C/C2C=CC=CC=2)=O)=CC=1.[Pd].[Pd].O.O1CCOCC1>[CH2:1]([C:18]1[CH:19]=[C:20]([C:33]2[N:38]=[C:37]([CH3:39])[N:36]=[C:35]([N:40]([CH2:50][C:51]3[CH:56]=[CH:55][C:54]([O:57][CH3:58])=[CH:53][CH:52]=3)[CH2:41][C:42]3[CH:47]=[CH:46][C:45]([O:48][CH3:49])=[CH:44][CH:43]=3)[N:34]=2)[C:21]([NH:24][C:25]2[CH:26]=[N:27][C:28]([O:31][CH3:32])=[CH:29][CH:30]=2)=[N:22][CH:23]=1)[C:2]1[CH:7]=[CH:6][CH:5]=[CH:4][CH:3]=1 |f:3.4.5,6.7.8.9.10|. Procedure: A mixture of 2-benzyl-4,4,5,5-tetramethyl-1,3,2-dioxaborolane (Frontier Scientific Inc., 90 mg, 0.411 mmol), 4-(5-chloro-2-(6-methoxypyridin-3-ylamino)pyridin-3-yl)-N,N-bis(4-methoxybenzyl)-6-methyl-1,3,5-triazin-2-amine (160 mg, 0.274 mmol), Pd2dba3 (12.54 mg, 0.014 mmol), 2-(dicyclohexylphosphino)-2′,4′,6′,-tri-i-propyl-1,1′-biphenyl (X-Phos, 13.06 mg, 0.027 mmol) (Strem Co.) was purged with argon and then treated with dioxane (2.50 mL), water (0.25 mL) and sodium carbonate (72.6 mg, 0.685 mmo... Starting materials: COC(COC1=NC=C(C=C1)C(NC1=CC=C(C=C1)F)=O)=O ([5-(4-fluorophenylcarbamoyl)pyridin-2-yloxy]acetic acid methyl ester), C(C)O (ethanol). The reagents and catalysts are S(O)(O)(=O)=O (sulfuric acid). Run in C(C)(=O)OCC (ethyl acetate). The product is C(C)OC(COC1=NC=C(C=C1)C(NC1=CC=C(C=C1)F)=O)=O ([5-(4-Fluorophenylcarbamoyl)Pyridin-2-Yloxy]Acetic Acid Ethyl Ester). The yield is 20.0%. As a reaction SMILES: [CH3:1][O:2][C:3](=[O:22])[CH2:4][O:5][C:6]1[CH:11]=[CH:10][C:9]([C:12](=[O:21])[NH:13][C:14]2[CH:19]=[CH:18][C:17]([F:20])=[CH:16][CH:15]=2)=[CH:8][N:7]=1.[CH2:23](O)C>S(=O)(=O)(O)O.C(OCC)(=O)C>[CH2:1]([O:2][C:3](=[O:22])[CH2:4][O:5][C:6]1[CH:11]=[CH:10][C:9]([C:12](=[O:21])[NH:13][C:14]2[CH:19]=[CH:18][C:17]([F:20])=[CH:16][CH:15]=2)=[CH:8][N:7]=1)[CH3:23]. Procedure: A solution of [5-(4-fluorophenylcarbamoyl)pyridin-2-yloxy]acetic acid methyl ester (0.030 g, 0.99 mmole), ethanol (2 mL), and sulfuric acid (1 drop) was heated in a sealed tube at 80° C. After 6 h the reaction mixture was poured into ethyl acetate and washed with saturated sodium bicarbonate and dried over sodium sulfate. Removal of the solvents provided 6 mg (20%) of the titled product as a white solid: 1H NMR (300 MHz, DMSO-d6) δ 10.30 (s 1H), 8.66 (m, 1H), 8.22 (m, 1H), 7.73 (m, 2H), 7.16 (m,... Conditions: time 3 hour. Starting materials: C(C)(C)(C)OC(C(C)(C)SC=1SC=C(N1)CC(=O)OCC)=O (2-{[4-(2-ethoxy-2-oxoethyl)-1,3-thiazol-2-yl]thio}-2-methylpropionic acid tert-butyl ester), [OH-].[Na+] (sodium hydroxide). RXN SMILES: [C:1]([O:5][C:6](=[O:22])[C:7]([S:10][C:11]1[S:12][CH:13]=[C:14]([CH2:16][C:17]([O:19]CC)=[O:18])[N:15]=1)([CH3:9])[CH3:8])([CH3:4])([CH3:3])[CH3:2].[OH-].[Na+]>CO>[C:1]([O:5][C:6](=[O:22])[C:7]([S:10][C:11]1[S:12][CH:13]=[C:14]([CH2:16][C:17]([OH:19])=[O:18])[N:15]=1)([CH3:9])[CH3:8])([CH3:2])([CH3:3])[CH3:4] |f:1.2|. Run in CO (methanol). Reported procedure: 2-{[4-(2-Ethoxy-2-oxoethyl)-1,3-thiazol-2-yl]thio}-2-methylpropionic acid tert-butyl ester (150 g) synthesized in Example 2 was dissolved in methanol (700 mL), a 1N aqueous sodium hydroxide solution (448 mL) was added at room temperature, and the mixture was stirred for 3 hr. The reaction solution was concentrated under reduced pressure, an aqueous 10% citric acid solution (1 L) was added, and the mixture was extracted with ethyl acetate (1 L). The organic layer was washed three times with water... Product: C(C)(C)(C)OC(C(C)(C)SC=1SC=C(N1)CC(=O)O)=O ({2-[(2-tert-butoxy-1,1-dimethyl-2-oxoethyl)thio]-1,3-thiazol-4-yl}acetic acid). Isolated yield 89.2%. Starting materials: CC(=O)O, CN(C)c1ccncc1, CN(C)C=O, C(=NC1CCCCC1)=NC1CCCCC1, O=C1CC(=O)CC(c2cc(Cl)sc2Cl)C1, Cl, O. As a reaction SMILES: [CH3:31][C:32]([OH:33])=[O:34].[CH3:36][N:37]([CH3:38])[c:39]1[cH:40][cH:41][n:42][cH:43][cH:44]1.[CH3:45][N:46]([CH3:47])[CH:48]=[O:49].[CH:16]1([N:17]=[C:18]=[N:19][CH:20]2[CH2:21][CH2:22][CH2:23][CH2:24][CH2:25]2)[CH2:26][CH2:27][CH2:28][CH2:29][CH2:30]1.[Cl:1][c:2]1[s:3][c:4]([Cl:15])[cH:5][c:6]1[CH:7]1[CH2:8][C:9](=[O:14])[CH2:10][C:11](=[O:13])[CH2:12]1.[ClH:35].[OH2:50]>>[Cl:1][c:2]1[s:3][c:4]([Cl:15])[cH:5][c:6]1[CH:7]1[CH2:8][C:9](=[O:14])[C:10](=[C:32]([CH3:31])[OH:33])[C:11](=[O:13])[CH2:12]1. Product: CC(O)=C1C(=O)CC(c2cc(Cl)sc2Cl)CC1=O. Starting materials: NCCCS (1-amino-3-propanethiol), ClC(C[N+](=O)[O-])(Cl)Cl (2,2,2-trichloro-1-nitroethane), [OH-].[Na+] (caustic soda). The solvent is CO (methanol), CO (methanol), CO (methanol). Run at temperature 0 celsius, time 1 hour. Yields the product [N+](=O)([O-])C=C1SCCCN1 (tetrahydro-2-(nitromethylene)-1,3thiazine). Isolated yield 86.6%. Reaction SMILES: [NH2:1][CH2:2][CH2:3][CH2:4][SH:5].[OH-].[Na+].Cl[C:9](Cl)(Cl)[CH2:10][N+:11]([O-:13])=[O:12]>CO>[N+:11]([CH:10]=[C:9]1[NH:1][CH2:2][CH2:3][CH2:4][S:5]1)([O-:13])=[O:12] |f:1.2|. Procedure: Into 50 ml of methanol was added 8.1 g of 1-amino-3-propanethiol, followed by stirring, to be completely dissolved therein. Then, the mixture was cooled to 0° C. While stirring the solution, about 1/3-aliquot of a solution of 5.0 g of caustic soda dissolved in 40 ml of methanol was added dropwise thereinto, and the remainder of about 2/3-aliquot of the solution and a solution of 5.4 g of 2,2,2-trichloro-1-nitroethane diluted in 20 ml of methanol were added dropwise slowly over 50 minutes, and th... Starting materials: C(C1=CC=CC=C1)OC(=O)NC1=CN=C(N(C1=O)CC(=O)NC(C(C(F)(F)F)O)C(C)C)C1=CC=CC=C1 (2-(5-benzyloxycarbonylamino-6-oxo-2-phenyl-1,6-dihydro-1-pyrimidinyl)-N-(3,3,3-trifluoro-2-hydroxy-1-isopropylpropyl)acetamide), CN(CCCN=C=NCC)C (1-(3-dimethylaminopropyl)-3-ethylcarbodimide), ClC(C(=O)O)Cl (dichloroacetic acid). Run in C1(=CC=CC=C1)C (toluene), CS(=O)C (dimethyl sulfoxide), C(C)(=O)OCC (ethyl acetate). Conditions: time 0.5 hour. The product is C(C1=CC=CC=C1)OC(=O)NC1=CN=C(N(C1=O)CC(=O)NC(C(C(F)(F)F)=O)C(C)C)C1=CC=CC=C1 (2-(5-benzyloxycarbonylamino-6-oxo-2-phenyl-1,6-dihydro-1-pyrimidinyl)-N-(3,3,3-trifluoro-1-isopropyl-2-oxopropyl)acetamide). Yield: 61.7%. RXN SMILES: [CH2:1]([O:8][C:9]([NH:11][C:12]1[C:17](=[O:18])[N:16]([CH2:19][C:20]([NH:22][CH:23]([CH:30]([CH3:32])[CH3:31])[CH:24]([OH:29])[C:25]([F:28])([F:27])[F:26])=[O:21])[C:15]([C:33]2[CH:38]=[CH:37][CH:36]=[CH:35][CH:34]=2)=[N:14][CH:13]=1)=[O:10])[C:2]1[CH:7]=[CH:6][CH:5]=[CH:4][CH:3]=1.CN(C)CCCN=C=NCC.ClC(Cl)C(O)=O>C1(C)C=CC=CC=1.CS(C)=O.C(OCC)(=O)C>[CH2:1]([O:8][C:9]([NH:11][C:12]1[C:17](=[O:18])[N:16]([CH2:19][C:20]([NH:22][CH:23]([CH:30]([CH3:32])[CH3:31])[C:24](=[O:29])[C:25]([F:27])([F:28])[F:26])=[O:21])[C:15]([C:33]2[CH:34]=[CH:35][CH:36]=[CH:37][CH:38]=2)=[N:14][CH:13]=1)=[O:10])[C:2]1[CH:7]=[CH:6][CH:5]=[CH:4][CH:3]=1. Procedure details: To a solution of 2-(5-benzyloxycarbonylamino-6-oxo-2-phenyl-1,6-dihydro-1-pyrimidinyl)-N-(3,3,3-trifluoro-2-hydroxy-1-isopropylpropyl)acetamide (0.537 g), 1-(3-dimethylaminopropyl)-3-ethylcarbodimide (1.9 g) in toluene (4 mL) and dimethyl sulfoxide (4 mL) was added dichloroacetic acid (0.33 mL) and the resulting solution was allowed to stir for 0.5 h. The reaction mixture was diluted with ethyl acetate, washed (saturated ammonium chloride, water), dried and evaporated to provide a white solid wh... The reactants are COc1ccc(CCC(C)N)cc1, CSc1cc(C2CO2)ccc1C, c1ccccc1. The product is COc1ccc(CCC(C)NCC(O)c2ccc(C)c(SC)c2)cc1. As a reaction SMILES: [CH3:13][O:14][c:15]1[cH:16][cH:17][c:18]([CH2:21][CH2:22][CH:23]([CH3:24])[NH2:25])[cH:19][cH:20]1.[CH3:1][c:2]1[c:3]([S:11][CH3:12])[cH:4][c:5]([CH:6]2[CH2:7][O:8]2)[cH:9][cH:10]1.[cH:26]1[cH:27][cH:28][cH:29][cH:30][cH:31]1>>[CH3:1][c:2]1[c:3]([S:11][CH3:12])[cH:4][c:5]([CH:6]([CH2:7][NH:25][CH:23]([CH2:22][CH2:21][c:18]2[cH:17][cH:16][c:15]([O:14][CH3:13])[cH:20][cH:19]2)[CH3:24])[OH:8])[cH:9][cH:10]1.